From a dataset of the Open Reaction Database (ORD), a public repository of structured organic reaction records. describe an organic reaction: reactants, conditions, products, and yield Starting materials: C1(=C(C=CC=C1)C(P(C)C)P(C)C)C1=CC=CC=C1 ((biphenyl-2-ylmethylene)bis(dimethylphosphine)), CC(C)([O-])C.[Na+] (sodium tert-butoxide), FC=1C=C(C(=NC1NC1=NNC(=C1)OC(C)C)N[C@@H](C)C1=CC=C(C=C1)F)CNS(=O)(=O)C ((S)—N-((5-Fluoro-2-(1-(4-fluorophenyl)ethylamino)-6-(5-isopropoxy-1H-pyrazol-3-ylamino)pyridin-3-yl)methyl)methanesulfonamide), NC1=NN(C(=C1)C1CC1)C(=O)OC(C)(C)C (tert-butyl 3-amino-5-cyclopropyl-1H-pyrazole-1-carboxylate), N#N (N2). Reagents/catalysts: C=1C=CC(=CC1)/C=C/C(=O)/C=C/C2=CC=CC=C2.C=1C=CC(=CC1)/C=C/C(=O)/C=C/C2=CC=CC=C2.C=1C=CC(=CC1)/C=C/C(=O)/C=C/C2=CC=CC=C2.[Pd].[Pd] (Pd2(dba)3). Solvent: C1(=CC=CC=C1)C (toluene). Reaction conditions: temperature 110 celsius. The product is C1(CC1)C1=CC(=NN1C(=O)OC(C)(C)C)NC1=NC(=CC=C1)N[C@@H](C)C1=CC=C(C=C1)F (tert-Butyl 5-cyclopropyl-3-[(6-{[(1S)-1-(4-fluorophenyl)ethyl]amino}pyridin-2-yl)amino]-1H-pyrazole-1-carboxylate). The yield is 36.3%. RXN SMILES: C1(C2C=CC=CC=2)C=CC=CC=1C(P(C)C)P(C)C.CC(C)([O-])C.[Na+].N#N.F[C:29]1[CH:30]=[C:31](CNS(C)(=O)=O)[C:32]([NH:45][C@H:46]([C:48]2[CH:53]=[CH:52][C:51]([F:54])=[CH:50][CH:49]=2)[CH3:47])=[N:33][C:34]=1NC1C=C(OC(C)C)NN=1.[NH2:61][C:62]1[CH:66]=[C:65]([CH:67]2[CH2:69][CH2:68]2)[N:64]([C:70]([O:72][C:73]([CH3:76])([CH3:75])[CH3:74])=[O:71])[N:63]=1>C1(C)C=CC=CC=1.C1C=CC(/C=C/C(/C=C/C2C=CC=CC=2)=O)=CC=1.C1C=CC(/C=C/C(/C=C/C2C=CC=CC=2)=O)=CC=1.C1C=CC(/C=C/C(/C=C/C2C=CC=CC=2)=O)=CC=1.[Pd].[Pd]>[CH:67]1([C:65]2[N:64]([C:70]([O:72][C:73]([CH3:76])([CH3:75])[CH3:74])=[O:71])[N:63]=[C:62]([NH:61][C:34]3[CH:29]=[CH:30][CH:31]=[C:32]([NH:45][C@H:46]([C:48]4[CH:49]=[CH:50][C:51]([F:54])=[CH:52][CH:53]=4)[CH3:47])[N:33]=3)[CH:66]=2)[CH2:69][CH2:68]1 |f:1.2,7.8.9.10.11|. Procedure: To a 25 ml round bottom flask was added Pd2(dba)3 (84 mg, 0.092 mmol), (biphenyl-2-ylmethylene)bis(dimethylphosphine) (55 mg, 0.184 mmol) and sodium tert-butoxide (132 mg, 1.38 mmol). The flask was sealed and refilled with N2. To the mixture was added a solution of 6-chloro-N-[(1S)-1-(4-fluorophenyl)ethyl]pyridin-2-amine (Method 20; 230 mg, 0.92 mmol) and tert-butyl 3-amino-5-cyclopropyl-1H-pyrazole-1-carboxylate (223 mg, 1.0 mmol) in toluene (4 ml). The reaction mixture was heated at 110° C. ov... Starting materials: Cc1ccc(Br)cc1, CN(C)C=O, [Cl-], [NH4+], [Na+], CCCC[Sn](C=CCC1C(=O)N(OC2CCCCO2)C1C)(CCCC)CCCC, [OH-]. The product is Cc1ccc(C=CCC2C(=O)N(OC3CCCCO3)C2C)cc1. Reaction SMILES: [Br:30][c:31]1[cH:32][cH:33][c:34]([CH3:37])[cH:35][cH:36]1.[CH3:42][N:43]([CH3:44])[CH:45]=[O:46].[Cl-:41].[NH4+:38].[Na+:40].[O:1]1[CH:2]([O:7][N:8]2[C:9](=[O:29])[CH:10]([CH2:13][CH:14]=[CH:15][Sn:16]([CH2:17][CH2:18][CH2:19][CH3:20])([CH2:21][CH2:22][CH2:23][CH3:24])[CH2:25][CH2:26][CH2:27][CH3:28])[CH:11]2[CH3:12])[CH2:3][CH2:4][CH2:5][CH2:6]1.[OH-:39]>>[O:1]1[CH:2]([O:7][N:8]2[C:9](=[O:29])[CH:10]([CH2:13][CH:14]=[CH:15][c:31]3[cH:32][cH:33][c:34]([CH3:37])[cH:35][cH:36]3)[CH:11]2[CH3:12])[CH2:3][CH2:4][CH2:5][CH2:6]1. Starting materials: BrC=1C=C2C=NN(C2=CC1)C1OCCCC1 (5-bromo-1-(tetrahydro-2H-pyran-2-yl)-1H-indazole), BrC=1C=C2C=NN(C2=CC1)C1OCCCC1 (5-bromo-1-(tetrahydro-2H-pyran-2-yl)-1H-indazole), C(C#C)O (Prop-2-yn-1-ol). The reagents and catalysts are Cl[Pd]([P](C1=CC=CC=C1)(C2=CC=CC=C2)C3=CC=CC=C3)([P](C4=CC=CC=C4)(C5=CC=CC=C5)C6=CC=CC=C6)Cl (Pd(PPh3)2Cl2), [Cu]I (CuI). Solvent: C(C)N(CC)CC (triethylamine). Conditions: temperature 80 celsius, time 16 hour. The product is O1C(CCCC1)N1N=CC2=CC(=CC=C12)C#CCO (3-(1-(Tetrahydro-2H-pyran-2-yl)-1H-indazol-5-yl)prop-2-yn-1-ol). Yield: 86.6%. Reaction SMILES: Br[C:2]1[CH:3]=[C:4]2[C:8](=[CH:9][CH:10]=1)[N:7]([CH:11]1[CH2:16][CH2:15][CH2:14][CH2:13][O:12]1)[N:6]=[CH:5]2.[CH2:17]([OH:20])[C:18]#[CH:19]>Cl[Pd](Cl)([P](C1C=CC=CC=1)(C1C=CC=CC=1)C1C=CC=CC=1)[P](C1C=CC=CC=1)(C1C=CC=CC=1)C1C=CC=CC=1.[Cu]I.C(N(CC)CC)C>[O:12]1[CH2:13][CH2:14][CH2:15][CH2:16][CH:11]1[N:7]1[C:8]2[C:4](=[CH:3][C:2]([C:19]#[C:18][CH2:17][OH:20])=[CH:10][CH:9]=2)[CH:5]=[N:6]1 |^1:23,42|. Reported procedure: A 500 mL three-necked round bottom flask was charged with 5-bromo-1-(tetrahydro-2H-pyran-2-yl)-1H-indazole (14.0 g, 50 mmol; Intermediate 1) and triethylamine (300 mL). The flask was degassed with 3 cycles of vacuum/N2, followed by the addition of Pd(PPh3)2Cl2 (3.5 g, 5 mmol) and CuI (0.95 g, 5 mmol) under N2 atmosphere. The flask was again degassed with 3 cycles of vacuum/N2. Prop-2-yn-1-ol (8.4 g, 150 mmol) was added via syringe and the reaction mixture was stirred at 80° C. for 16 hours. Upon... The reactants are NC=1SC2=C(N1)C=CC(=C2)OC(F)(F)F (2-amino-6-trifluoromethoxybenzothiazole), ICC(=O)N (iodoacetamide). The solvent is C(C)C(=O)C (methyl ethyl ketone). Run at temperature 20 celsius. The product is N=C1SC2=C(N1CC(=O)N)C=CC(=C2)OC(F)(F)F ((2-Imino-6-trifluoromethoxy-3-benzothiazolinyl)acetamide). Isolated yield 53.0%. Reaction SMILES: [NH2:1][C:2]1[S:3][C:4]2[CH:10]=[C:9]([O:11][C:12]([F:15])([F:14])[F:13])[CH:8]=[CH:7][C:5]=2[N:6]=1.I[CH2:17][C:18]([NH2:20])=[O:19]>C(C(C)=O)C>[NH:1]=[C:2]1[N:6]([CH2:17][C:18]([NH2:20])=[O:19])[C:5]2[CH:7]=[CH:8][C:9]([O:11][C:12]([F:15])([F:13])[F:14])=[CH:10][C:4]=2[S:3]1. Procedure details: The procedure is as in Example 15, starting with 2-amino-6-trifluoromethoxybenzothiazole (9.4 g) and iodoacetamide (14.8 g) in methyl ethyl ketone (50 cc). The mixture is heated for 18 hours to boiling and then cooled to a temperature in the region of 20° C. The precipitate formed is filtered off, then added to distilled water (100 cc) and treated with 1N sodium hydroxide (37 cc). The insoluble matter is filtered off, washed with distilled water (100 cc) and recrystallized in boiling methanol (1... The reactants are C(Cl)Cl (DCM), BrC=1C=CC2=C(C(N(CCO2)CC=2C(NC(=CC2C)C)=O)=O)C1C (7-bromo-4-[(4,6-dimethyl-2-oxo-1,2-dihydropyridin-3-yl)methyl]-6-methyl-3,4-dihydro-1,4-benzoxazepin-5(2H)-one), CN1N=CC(=C1B1OC(C(O1)(C)C)(C)C)C (1,4-dimethyl-5-(4,4,5,5-tetramethyl-1,3,2-dioxaborolan-2-yl)-1H-pyrazole), C([O-])([O-])=O.[Na+].[Na+] (sodium carbonate). The reagents and catalysts are C1=CC=C(C=C1)P(C2=CC=CC=C2)[C]3[CH][CH][CH][CH]3.C1=CC=C(C=C1)P(C2=CC=CC=C2)[C]3[CH][CH][CH][CH]3.Cl[Pd]Cl.[Fe].C(Cl)Cl (PdCl2(DPPF) DCM). Run in O1CCOCC1 (1,4-dioxane). Run at temperature 100 celsius, time 1 hour. Yields the product CC1=C(C(NC(=C1)C)=O)CN1CCOC2=C(C1=O)C(=C(C=C2)C2=C(C=NN2C)C)C (4-[(4,6-dimethyl-2-oxo-1,2-dihydropyridin-3-yl)methyl]-7-(1,4-dimethyl-1H-Pyrazol-5-yl)-6-methyl-3,4-dihydro-1,4-benzoxazepin-5(2H)-one). The yield is 18.7%. As a reaction SMILES: Br[C:2]1[CH:3]=[CH:4][C:5]2[O:11][CH2:10][CH2:9][N:8]([CH2:12][C:13]3[C:14](=[O:21])[NH:15][C:16]([CH3:20])=[CH:17][C:18]=3[CH3:19])[C:7](=[O:22])[C:6]=2[C:23]=1[CH3:24].[CH3:25][N:26]1[C:30](B2OC(C)(C)C(C)(C)O2)=[C:29]([CH3:40])[CH:28]=[N:27]1.C(=O)([O-])[O-].[Na+].[Na+].C(Cl)Cl>O1CCOCC1.C1C=CC(P([C]2[CH][CH][CH][CH]2)C2C=CC=CC=2)=CC=1.C1C=CC(P([C]2[CH][CH][CH][CH]2)C2C=CC=CC=2)=CC=1.Cl[Pd]Cl.[Fe].C(Cl)Cl>[CH3:19][C:18]1[CH:17]=[C:16]([CH3:20])[NH:15][C:14](=[O:21])[C:13]=1[CH2:12][N:8]1[C:7](=[O:22])[C:6]2[C:23]([CH3:24])=[C:2]([C:30]3[N:26]([CH3:25])[N:27]=[CH:28][C:29]=3[CH3:40])[CH:3]=[CH:4][C:5]=2[O:11][CH2:10][CH2:9]1 |f:2.3.4,7.8.9.10.11,^1:60,61,62,63,64,78,79,80,81,82|. Reported procedure: A suspension of 7-bromo-4-[(4,6-dimethyl-2-oxo-1,2-dihydropyridin-3-yl)methyl]-6-methyl-3,4-dihydro-1,4-benzoxazepin-5(2H)-one (126d, 36 mg), 1,4-dimethyl-5-(4,4,5,5-tetramethyl-1,3,2-dioxaborolan-2-yl)-1H-pyrazole (34 mg, 0.092 mmol), and sodium carbonate (2M aq, 32 mg, 0.30 mmol) in 1,4-dioxane (3 mL) was degassed with N2 for 10 minutes. The reaction mixture was treated with PdCl2(DPPF)-DCM (8.2 mg, 0.010 mmol) and heated at 100° C. in the microwave for 1 hour, then at 120° C. in the microwave...